This data is from the Open Reaction Database (ORD), a public repository of structured organic reaction records. The task is: describe an organic reaction: reactants, conditions, products, and yield The product is NC(CC(=O)N1CCn2c(nnc2C(F)(F)F)C1)Cc1cc(F)c(F)cc1F. As a reaction SMILES: [CH3:37][OH:38].[H:35][H:36].[O:1]=[C:2]([CH:3]=[C:4]([CH2:5][c:6]1[c:7]([F:14])[cH:8][c:9]([F:13])[c:10]([F:12])[cH:11]1)[NH2:15])[N:16]1[CH2:17][c:18]2[n:19]([c:22]([C:25]([F:26])([F:27])[F:28])[n:23][n:24]2)[CH2:20][CH2:21]1.[OH:29][CH2:30][C:31]([F:32])([F:33])[F:34]>>[O:1]=[C:2]([CH2:3][CH:4]([CH2:5][c:6]1[c:7]([F:14])[cH:8][c:9]([F:13])[c:10]([F:12])[cH:11]1)[NH2:15])[N:16]1[CH2:17][c:18]2[n:19]([c:22]([C:25]([F:26])([F:27])[F:28])[n:23][n:24]2)[CH2:20][CH2:21]1. The reactants are CO, [H][H], NC(=CC(=O)N1CCn2c(nnc2C(F)(F)F)C1)Cc1cc(F)c(F)cc1F, OCC(F)(F)F. Reactants: COc1ccc2c(c1)CCCC2=O, CN(C)C=O, CCOC(C)=O, [H-], CCI, N#N, [Na+]. The product is CCC1CCc2cc(OC)ccc2C1=O. RXN SMILES: [CH3:1][O:2][c:3]1[cH:4][c:5]2[c:10]([cH:11][cH:12]1)[C:9](=[O:13])[CH2:8][CH2:7][CH2:6]2.[CH3:21][N:22]([CH3:23])[CH:24]=[O:25].[CH3:26][CH2:27][O:28][C:29]([CH3:30])=[O:31].[H-:17].[I:18][CH2:19][CH3:20].[N:14]#[N:15].[Na+:16]>>[CH3:1][O:2][c:3]1[cH:4][c:5]2[c:10]([cH:11][cH:12]1)[C:9](=[O:13])[CH:8]([CH2:19][CH3:20])[CH2:7][CH2:6]2. Starting materials: Cl (hydrochloric acid), C(C)(=O)NC1=CC(=C(C(=O)OC)C=C1[N+](=O)[O-])OCC (methyl 4-(acetylamino)-2-ethoxy-5-nitrobenzoate). The product is NC1=CC(=C(C(=O)OC)C=C1[N+](=O)[O-])OCC (methyl 4-amino-2-ethoxy-5-nitrobenzoate). Yield: 42.2%. As a reaction SMILES: Cl.C([NH:5][C:6]1[C:15]([N+:16]([O-:18])=[O:17])=[CH:14][C:9]([C:10]([O:12][CH3:13])=[O:11])=[C:8]([O:19][CH2:20][CH3:21])[CH:7]=1)(=O)C>>[NH2:5][C:6]1[C:15]([N+:16]([O-:18])=[O:17])=[CH:14][C:9]([C:10]([O:12][CH3:13])=[O:11])=[C:8]([O:19][CH2:20][CH3:21])[CH:7]=1. Procedure details: To 100 parts of a hydrochloric acid solution 6N were added 5.65 parts of methyl 4-(acetylamino)-2-ethoxy-5-nitrobenzoate and the whole was stirred and refluxed for 30 minutes. After cooling, the precipitated product was filtered off and crystallized from 80 parts of 2-propanol at 0° C. The product was filtered off and dried, yielding 1.9 parts (42.2%) of methyl 4-amino-2-ethoxy-5-nitrobenzoate; mp. 210° C.; (intermediate 33). Reactants: C(C1=CC=CC=C1)OC=1C(N(C=C(C1)C=1C=C(C=CC1)C1=CC=CC=C1)C)=O (3-(benzyloxy)-5-(biphenyl-3-yl)-1-methylpyridin-2(1H)-one). Reagents/catalysts: [Pd] (Pd/C). Run in CO (MeOH). Yields the product C1(=CC(=CC=C1)C=1C=C(C(N(C1)C)=O)O)C1=CC=CC=C1 (5-Biphenyl-3-yl-3-hydroxy-1-methylpyridin-2(1H)-one). Isolated yield 9.7%. Reaction SMILES: C([O:8][C:9]1[C:10](=[O:28])[N:11]([CH3:27])[CH:12]=[C:13]([C:15]2[CH:16]=[C:17]([C:21]3[CH:26]=[CH:25][CH:24]=[CH:23][CH:22]=3)[CH:18]=[CH:19][CH:20]=2)[CH:14]=1)C1C=CC=CC=1>CO.[Pd]>[C:17]1([C:21]2[CH:26]=[CH:25][CH:24]=[CH:23][CH:22]=2)[CH:18]=[CH:19][CH:20]=[C:15]([C:13]2[CH:14]=[C:9]([OH:8])[C:10](=[O:28])[N:11]([CH3:27])[CH:12]=2)[CH:16]=1. Procedure details: A solution of 3-(benzyloxy)-5-(biphenyl-3-yl)-1-methylpyridin-2(1H)-one (34 mg, 0.093 mmol) in MeOH (5 mL) was hydrogenated under atmospheric H2 in the presence of 5% Pd/C (15 mg) for 21 h. Filtered and concentrated. Purification by preparative HPLC (5-65% CH3CN/H2O over 20 min, 0.05% added TFA) afforded 2.5 mg (10%) of 5-Biphenyl-3-yl-3-hydroxy-1-methylpyridin-2(1H)-one as a white solid. 1H NMR (500 MHz, CDCl3): δ 7.63-7.60 (m, 3H), 7.56 (d, J=7.8 Hz, 1H), 7.52-7.43 (m, 3H), 7.41-7.36 (m, 2H), ... Starting materials: C(C1=CC=CC=C1)OC=1C=C(C=O)C=CC1OC (3-Benzyloxy-4-methoxybenzaldehyde), C(C)(=O)[O-].[NH4+] (ammonium acetate), [N+](=O)([O-])CCC (1-nitropropane). Reaction conditions: temperature 160 celsius. The product is C(C1=CC=CC=C1)OC1=C(C=CC(=C1)C=C(CC)[N+](=O)[O-])OC (2-Benzyloxy-1-methoxy-4-(2-nitro-but-1-enyl)-benzene). Yield: 44.9%. As a reaction SMILES: [CH2:1]([O:8][C:9]1[CH:10]=[C:11]([CH:14]=[CH:15][C:16]=1[O:17][CH3:18])[CH:12]=O)[C:2]1[CH:7]=[CH:6][CH:5]=[CH:4][CH:3]=1.C([O-])(=O)C.[NH4+].[N+:24]([CH2:27][CH2:28][CH3:29])([O-:26])=[O:25]>>[CH2:1]([O:8][C:9]1[CH:10]=[C:11]([CH:12]=[C:27]([N+:24]([O-:26])=[O:25])[CH2:28][CH3:29])[CH:14]=[CH:15][C:16]=1[O:17][CH3:18])[C:2]1[CH:7]=[CH:6][CH:5]=[CH:4][CH:3]=1 |f:1.2|. Procedure details: 3-Benzyloxy-4-methoxybenzaldehyde (24.23 g, 100 mmol) and ammonium acetate (7.73 g, 100 mmol) were covered with 1-nitropropane (90 mL, 1008 mmol) and heated to 160° C. for 22 h. The reaction mixture was then cooled to room temperature and the excess of 1-nitropropane was removed in vacuo. The residue was dissolved in ethyl acetate (300 mL), washed with water (100 mL), brine (50 mL), dried (MgSO4), filtered and concentrated in vacuo. The residue was boiled up in ethanol (100 mL). After cooling to... Yields the product FC1=C(C2=C(CC(O2)CNC)C=C1)C1=C(C=CC=C1)Cl ((±)-{[6-fluoro-7-(2-chlorophenyl)-2,3-dihydro-1-benzofuran-2-yl]methyl}methylamine). Procedure details: The title compound was prepared (0.12 g, 40%) following the general procedure of Example 390 as a white solid, hydrochloride salt from (±)-[6-fluoro-7-(2-chlorophenyl)-2,3-dihydro-1-benzofuran-2-yl]methyl 4-methylbenzenesulfonate (0.4 g, 0.92 mmol) and methylamine (0.55 g, 17.7 mmol). mp 170-173° C. As a reaction SMILES: CC1C=CC(S(O[CH2:12][CH:13]2[CH2:17][C:16]3[CH:18]=[CH:19][C:20]([F:29])=[C:21]([C:22]4[CH:27]=[CH:26][CH:25]=[CH:24][C:23]=4[Cl:28])[C:15]=3[O:14]2)(=O)=O)=CC=1.[CH3:30][NH2:31]>>[F:29][C:20]1[CH:19]=[CH:18][C:16]2[CH2:17][CH:13]([CH2:12][NH:31][CH3:30])[O:14][C:15]=2[C:21]=1[C:22]1[CH:27]=[CH:26][CH:25]=[CH:24][C:23]=1[Cl:28]. Starting materials: hydrochloride salt, CC1=CC=C(C=C1)S(=O)(=O)OCC1OC2=C(C1)C=CC(=C2C2=C(C=CC=C2)Cl)F ((±)-[6-fluoro-7-(2-chlorophenyl)-2,3-dihydro-1-benzofuran-2-yl]methyl 4-methylbenzenesulfonate), CN (methylamine). Starting materials: ice water, [H-].[H-].[H-].[H-].[Li+].[Al+3] (LiAlH4), C1CCOC1 (THF), NC(C(=O)OCC)(C)C1CC2=CC=C(C=C2CC1)OC (ethyl 2-amino-2-(6-methoxy-1,2,3,4-tetrahydronaphthalen-2-yl)propanoate), C1CCOC1 (THF), ice water. Solvent: C(C)(=O)OCC (ethyl acetate), C(C)(=O)OCC (ethyl acetate). Run at time 8 hour. Yields the product NC(CO)(C)C1CC2=CC=C(C=C2CC1)OC (2-amino-2-(6-methoxy-1,2,3,4-tetrahydronaphthalen-2-yl)propan-1-ol). Yield: 49.6%. As a reaction SMILES: [H-].[H-].[H-].[H-].[Li+].[Al+3].C1COCC1.[NH2:12][C:13]([CH:20]1[CH2:29][CH2:28][C:27]2[C:22](=[CH:23][CH:24]=[C:25]([O:30][CH3:31])[CH:26]=2)[CH2:21]1)([CH3:19])[C:14](OCC)=[O:15]>C(OCC)(=O)C>[NH2:12][C:13]([CH:20]1[CH2:29][CH2:28][C:27]2[C:22](=[CH:23][CH:24]=[C:25]([O:30][CH3:31])[CH:26]=2)[CH2:21]1)([CH3:19])[CH2:14][OH:15] |f:0.1.2.3.4.5|. Procedure details: To a 2 L flask cooled by ice water was added 60 g LiAlH4, and 1 L of THF. When the mixture was cooled to below 10° C., a mixture of 118.8 grams of ethyl 2-amino-2-(6-methoxy-1,2,3,4-tetrahydronaphthalen-2-yl)propanoate and 350 mL THF was added dropwise. No starting material remained by HPLC. The temperature was kept below 30° C. while 100 mL ethyl acetate was added. To the concentrated mixture was added 400 mL ethyl acetate, followed by 25 mL ice water. The mixture was filtered, and the filter c... Starting materials: C=1(C(=CC=CC1)C(=O)NC1=C(C=C(C(=O)O)C=C1)OC)C1=CC=CC=C1 (4-[([1,1'-biphenyl]-2-carbonyl]amino]-3-methoxy benzoic acid), S(=O)(Cl)Cl (thionyl chloride), CCCCCC (hexane). Yields the product C=1(C(=CC=CC1)C(=O)NC1=C(C=C(C(=O)Cl)C=C1)OC)C1=CC=CC=C1 (4-[([1,1'-Biphenyl]-2-carbonyl)-amino]-3-methoxybenzoyl Chloride). RXN SMILES: [C:1]1([C:21]2[CH:26]=[CH:25][CH:24]=[CH:23][CH:22]=2)[C:2]([C:7]([NH:9][C:10]2[CH:18]=[CH:17][C:13]([C:14](O)=[O:15])=[CH:12][C:11]=2[O:19][CH3:20])=[O:8])=[CH:3][CH:4]=[CH:5][CH:6]=1.CCCCCC.S(Cl)([Cl:35])=O>>[C:1]1([C:21]2[CH:26]=[CH:25][CH:24]=[CH:23][CH:22]=2)[C:2]([C:7]([NH:9][C:10]2[CH:18]=[CH:17][C:13]([C:14]([Cl:35])=[O:15])=[CH:12][C:11]=2[O:19][CH3:20])=[O:8])=[CH:3][CH:4]=[CH:5][CH:6]=1. Procedure: A solution of 2.69 g of 4-[([1,1'-biphenyl]-2-carbonyl]amino]-3-methoxy benzoic acid in 5 ml of thionyl chloride is heated on a steam bath for 1 hour under Argon. The volatiles are removed in vacuo to give a residue which is stirred with hexane to give 2.58 g of crystalline solid, m.p. 121°-123° C. M+ =361. The reactants are 17B, BrC=1C=CC(=C(C1)C1(C(N(C2=CC=CC=C12)CC=1OC(=CC1)C(F)(F)F)=O)O)O (3-(5-bromo-2-hydroxyphenyl)-3-hydroxy-1-((5-(trifluoromethyl)furan-2-yl)methyl)indolin-2-one), OC=1C=CC2=C(N(C(CO2)=O)C)C1 (6-hydroxy-4-methyl-2H-1,4-benzoxazin-3(4H)-one). Yields the product BrC=1C=CC(=C(C1)C1C(N(C2=CC=CC=C12)CC=1OC(=CC1)C(F)(F)F)=O)O (3-(5-bromo-2-hydroxyphenyl)-1-{[5-(trifluoromethyl)furan-2-yl]methyl}-1,3-dihydro-2H-indol-2-one). As a reaction SMILES: [Br:1][C:2]1[CH:3]=[CH:4][C:5]([OH:29])=[C:6]([C:8]2(O)[C:16]3[C:11](=[CH:12][CH:13]=[CH:14][CH:15]=3)[N:10]([CH2:17][C:18]3[O:19][C:20]([C:23]([F:26])([F:25])[F:24])=[CH:21][CH:22]=3)[C:9]2=[O:27])[CH:7]=1.OC1C=CC2OCC(=O)N(C)C=2C=1>>[Br:1][C:2]1[CH:3]=[CH:4][C:5]([OH:29])=[C:6]([CH:8]2[C:16]3[C:11](=[CH:12][CH:13]=[CH:14][CH:15]=3)[N:10]([CH2:17][C:18]3[O:19][C:20]([C:23]([F:26])([F:25])[F:24])=[CH:21][CH:22]=3)[C:9]2=[O:27])[CH:7]=1. Reported procedure: Following the procedure as described in PREPARATION 17B, and making non-critical variations using 3-(5-bromo-2-hydroxyphenyl)-3-hydroxy-1-((5-(trifluoromethyl)furan-2-yl)methyl)indolin-2-one to replace 741-(diphenylmethyl)-3-hydroxy-2-oxo-2,3-dihydro-1H-indol-3-yl]-6-hydroxy-4-methyl-2H-1,4-benzoxazin-3(4H)-one, 3-(5-bromo-2-hydroxyphenyl)-1-{[5-(trifluoromethyl)furan-2-yl]methyl}-1,3-dihydro-2H-indol-2-one was obtained (89%) as a colorless solid: 1H NMR (300 MHz, CDCl3) δ8.78 (br s, 1H), 7.44-7... The reactants are O=C1CCN(c2ccc(C=C3SC(NCCN4CCOCC4)=NC3=O)cc2)CC1, NCC(O)COc1cccc2[nH]c(=O)[nH]c12. Yields the product O=C1N=C(NCCN2CCOCC2)SC1=Cc1ccc(N2CCC(NCC(O)COc3cccc4[nH]c(=O)[nH]c34)CC2)cc1. As a reaction SMILES: [O:1]1[CH2:2][CH2:3][N:4]([CH2:7][CH2:8][NH:9][C:10]2=[N:14][C:13](=[O:15])[C:12](=[CH:16][c:17]3[cH:18][cH:19][c:20]([N:23]4[CH2:24][CH2:25][C:26](=[O:29])[CH2:27][CH2:28]4)[cH:21][cH:22]3)[S:11]2)[CH2:5][CH2:6]1.[OH:30][CH:31]([CH2:32][O:33][c:34]1[cH:35][cH:36][cH:37][c:38]2[nH:39][c:40](=[O:43])[nH:41][c:42]12)[CH2:44][NH2:45]>>[O:1]1[CH2:2][CH2:3][N:4]([CH2:7][CH2:8][NH:9][C:10]2=[N:14][C:13](=[O:15])[C:12](=[CH:16][c:17]3[cH:18][cH:19][c:20]([N:23]4[CH2:24][CH2:25][CH:26]([NH:45][CH2:44][CH:31]([OH:30])[CH2:32][O:33][c:34]5[cH:35][cH:36][cH:37][c:38]6[nH:39][c:40](=[O:43])[nH:41][c:42]56)[CH2:27][CH2:28]4)[cH:21][cH:22]3)[S:11]2)[CH2:5][CH2:6]1.